This data is from the Open Reaction Database (ORD), a public repository of structured organic reaction records. The task is: describe an organic reaction: reactants, conditions, products, and yield The reactants are C1(=CC=CC=C1)CCBr (β-phenylethylbromide), S1C(NC2=C1C=CC=C2)=O (Benzothiazolin-2-one), [H-].[Na+] (sodium hydride), [H][H] (hydrogen), [Cl-].[NH4+] (ammonium chloride). Solvent: CN(C=O)C (dimethylformamide). Conditions: time 17 hour. Yields the product C(CC1=CC=CC=C1)N1C(SC2=C1C=CC=C2)=O (3-phenethylbenzothiazoline-2-one). Isolated yield 74.5%. As a reaction SMILES: [S:1]1[C:5]2[CH:6]=[CH:7][CH:8]=[CH:9][C:4]=2[NH:3][C:2]1=[O:10].[H-].[Na+].[H][H].[C:15]1([CH2:21][CH2:22]Br)[CH:20]=[CH:19][CH:18]=[CH:17][CH:16]=1.[Cl-].[NH4+]>CN(C)C=O>[CH2:22]([N:3]1[C:4]2[CH:9]=[CH:8][CH:7]=[CH:6][C:5]=2[S:1][C:2]1=[O:10])[CH2:21][C:15]1[CH:20]=[CH:19][CH:18]=[CH:17][CH:16]=1 |f:1.2,5.6|. Procedure: (1aB) Benzothiazolin-2-one (5.15 g, 34.1 mmol) was dissolved in dimethylformamide (100 ml) and to the solution was added 60% sodium hydride (1.36 g, 34.1 mmol) which was stirred at room temperature until generation of hydrogen gas stopped. Then β-phenylethylbromide (4.89 ml, 35.8 mmol) was added to the solution which was stirred at room temperature for 17 hours. To the reaction solution was added a saturated aqueous solution of ammonium chloride, followed by extraction with ethyl acetate. The or... Yield: 96.4%. Yields the product BrCC(=O)N1CC2=CC=CC=C2CC1CC1=CC=CC=C1 (2-(2-bromoacetyl)-3-benzyl-1,2,3,4-tetrahydroisoquinoline). Reactants: O (water), CN(C1=CC=CC=C1)C (N,N-dimethylaniline), BrCC(=O)Br (bromoacetylbromide), C(C1=CC=CC=C1)C1NCC2=CC=CC=C2C1 (3-benzyl-1,2,3,4-tetrahydroisoquinoline). Solvent: C(Cl)Cl (methylene chloride). As a reaction SMILES: [CH2:1]([CH:8]1[CH2:17][C:16]2[C:11](=[CH:12][CH:13]=[CH:14][CH:15]=2)[CH2:10][NH:9]1)[C:2]1[CH:7]=[CH:6][CH:5]=[CH:4][CH:3]=1.CN(C)C1C=CC=CC=1.[Br:27][CH2:28][C:29](Br)=[O:30].O>C(Cl)Cl>[Br:27][CH2:28][C:29]([N:9]1[CH:8]([CH2:1][C:2]2[CH:3]=[CH:4][CH:5]=[CH:6][CH:7]=2)[CH2:17][C:16]2[C:11](=[CH:12][CH:13]=[CH:14][CH:15]=2)[CH2:10]1)=[O:30]. Procedure details: 89 mg of 3-benzyl-1,2,3,4-tetrahydroisoquinoline obtained in Example 1-d) was dissolved in 2 mL of methylene chloride, and 53 mg of N,N-dimethylaniline, 73 mg of bromoacetylbromide were added thereto, followed by stirring under ice-cooling for 30 minutes. After completion of the reaction, water was added thereto, followed by extraction with chloroform. The chloroform layer was washed with brine and then dried over anhydrous sodium sulfate, and the solvent was removed by evaporation, followed by ... Reactants: ClCCl, COCC(=O)Cl, Cc1csc(C)c1N, [K+], [K+], O=C([O-])[O-], O. The product is COCC(=O)Nc1c(C)csc1C. Reaction SMILES: [CH2:22]([Cl:23])[Cl:24].[CH3:16][O:17][CH2:18][C:19](=[O:20])[Cl:21].[CH3:1][c:2]1[s:3][cH:4][c:5]([CH3:8])[c:6]1[NH2:7].[K+:10].[K+:9].[O-:11][C:12]([O-:13])=[O:14].[OH2:15]>>[CH3:1][c:2]1[s:3][cH:4][c:5]([CH3:8])[c:6]1[NH:7][C:19]([CH2:18][O:17][CH3:16])=[O:20]. Starting materials: O=C1CCC(=O)N1Br, O=C(OOC(=O)c1ccccc1)c1ccccc1, ClC(Cl)(Cl)Cl, COC(=O)c1cccc(C)c1N(C)S(=O)(=O)c1ccc(OC)cc1. The product is COC(=O)c1cccc(CBr)c1N(C)S(=O)(=O)c1ccc(OC)cc1. RXN SMILES: [Br:25][N:26]1[C:27](=[O:28])[CH2:29][CH2:30][C:31]1=[O:32].[C:33]([O:34][O:35][C:36](=[O:37])[c:38]1[cH:39][cH:40][cH:41][cH:42][cH:43]1)(=[O:44])[c:45]1[cH:46][cH:47][cH:48][cH:49][cH:50]1.[C:51]([Cl:52])([Cl:53])([Cl:54])[Cl:55].[CH3:1][O:2][C:3]([c:4]1[c:5]([N:11]([CH3:12])[S:13](=[O:14])(=[O:15])[c:16]2[cH:17][cH:18][c:19]([O:22][CH3:23])[cH:20][cH:21]2)[c:6]([CH3:10])[cH:7][cH:8][cH:9]1)=[O:24]>>[CH3:1][O:2][C:3]([c:4]1[c:5]([N:11]([CH3:12])[S:13](=[O:14])(=[O:15])[c:16]2[cH:17][cH:18][c:19]([O:22][CH3:23])[cH:20][cH:21]2)[c:6]([CH2:10][Br:25])[cH:7][cH:8][cH:9]1)=[O:24]. Starting materials: C1COCCO1, O=S(=O)(Nc1cccc(-c2nc(C3CCOCC3)sc2-c2ccnc(Cl)n2)c1F)c1ccoc1, NC1CCOCC1. The product is O=S(=O)(Nc1cccc(-c2nc(C3CCOCC3)sc2-c2ccnc(NC3CCOCC3)n2)c1F)c1ccoc1. RXN SMILES: [CH2:42]1[O:43][CH2:44][CH2:45][O:46][CH2:47]1.[Cl:1][c:2]1[n:3][cH:4][cH:5][c:6](-[c:8]2[c:9](-[c:19]3[c:20]([F:34])[c:21]([NH:25][S:26](=[O:27])(=[O:28])[c:29]4[cH:30][o:31][cH:32][cH:33]4)[cH:22][cH:23][cH:24]3)[n:10][c:11]([CH:13]3[CH2:14][CH2:15][O:16][CH2:17][CH2:18]3)[s:12]2)[n:7]1.[NH2:35][CH:36]1[CH2:37][CH2:38][O:39][CH2:40][CH2:41]1>>[c:2]1([NH:35][CH:36]2[CH2:37][CH2:38][O:39][CH2:40][CH2:41]2)[n:3][cH:4][cH:5][c:6](-[c:8]2[c:9](-[c:19]3[c:20]([F:34])[c:21]([NH:25][S:26](=[O:27])(=[O:28])[c:29]4[cH:30][o:31][cH:32][cH:33]4)[cH:22][cH:23][cH:24]3)[n:10][c:11]([CH:13]3[CH2:14][CH2:15][O:16][CH2:17][CH2:18]3)[s:12]2)[n:7]1.